This data is from the Open Reaction Database (ORD), a public repository of structured organic reaction records. The task is: describe an organic reaction: reactants, conditions, products, and yield The reactants are FC(C(CC(CC(CC(CC(CC(CCI)C(F)(F)F)C(F)(F)F)C(F)(F)F)(F)F)(F)F)(C(F)(F)F)F)(F)F (1,1,1,2,4,4,6,6-octafluoro-2,8,10,12-tetrakis(trifluoromethyl)-14-iodotetradecane), C(C)O (ethanol), [S-]C#N.[K+] (potassium thiocyanate). The solvent is C(C)(=O)O (acetic acid). Reaction conditions: time 8 hour. Product: FC(C(CC(CC(CC(CC(CC(CCSC#N)C(F)(F)F)C(F)(F)F)C(F)(F)F)(F)F)(F)F)(C(F)(F)F)F)(F)F (1,1,1,2,4,4,6,6-octafluoro-2,8,10,12-tetrakis(trifluoromethyl)-14-thiocyanatotetradecane). Yield: 94.4%. As a reaction SMILES: [F:1][C:2]([F:39])([F:38])[C:3]([F:37])([C:33]([F:36])([F:35])[F:34])[CH2:4][C:5]([F:32])([F:31])[CH2:6][C:7]([F:30])([F:29])[CH2:8][CH:9]([C:25]([F:28])([F:27])[F:26])[CH2:10][CH:11]([C:21]([F:24])([F:23])[F:22])[CH2:12][CH:13]([C:17]([F:20])([F:19])[F:18])[CH2:14][CH2:15]I.C(O)C.[S-:43][C:44]#[N:45].[K+]>C(O)(=O)C>[F:1][C:2]([F:39])([F:38])[C:3]([F:37])([C:33]([F:36])([F:35])[F:34])[CH2:4][C:5]([F:32])([F:31])[CH2:6][C:7]([F:30])([F:29])[CH2:8][CH:9]([C:25]([F:28])([F:27])[F:26])[CH2:10][CH:11]([C:21]([F:24])([F:23])[F:22])[CH2:12][CH:13]([C:17]([F:20])([F:19])[F:18])[CH2:14][CH2:15][S:43][C:44]#[N:45] |f:2.3|. Procedure: According to scheme (27) above, in a flask that can be equipped with an agitator, thermocouple and a reflux condenser, 20 grams (27 mmol) of 1,1,1,2,4,4,6,6-octafluoro-2,8,10,12-tetrakis(trifluoromethyl)-14-iodotetradecane (see, e.g. Published Patent Applications), 20 ml of absolute ethanol, 3.9 grams (40.5 mmol) of potassium thiocyanate (KSCN) and 0.5 ml of glacial acetic acid (HOAc) can be placed to form a mixture. The mixture can be heated to reflux (84.7 C) and maintained stirring for overni...